The task is: describe an organic reaction: reactants, conditions, products, and yield. This data is from the Open Reaction Database (ORD), a public repository of structured organic reaction records. The reactants are ClC=1C(=C(C=CC1)C(=O)C1=CC=C(C=C1)OC)F ((3-chloro-2-fluoro-phenyl)-(4-methoxy-phenyl)-methanone), O.NN (hydrazine hydrate). The reagents and catalysts are CN(C)C=1C=CN=CC1 (DMAP). Yields the product ClC=1C=CC=C2C(=NNC12)C1=CC=C(C=C1)OC (7-CHLORO-3-(4-METHOXYPHENYL)-1H-INDAZOLE). Yield: 90.6%. RXN SMILES: [Cl:1][C:2]1[C:3](F)=[C:4]([C:8]([C:10]2[CH:15]=[CH:14][C:13]([O:16][CH3:17])=[CH:12][CH:11]=2)=O)[CH:5]=[CH:6][CH:7]=1.O.[NH2:20][NH2:21]>CN(C1C=CN=CC=1)C>[Cl:1][C:2]1[CH:7]=[CH:6][CH:5]=[C:4]2[C:3]=1[NH:21][N:20]=[C:8]2[C:10]1[CH:15]=[CH:14][C:13]([O:16][CH3:17])=[CH:12][CH:11]=1 |f:1.2|. Procedure details: Prepared as in Example 104 from (3-chloro-2-fluoro-phenyl)-(4-methoxy-phenyl)-methanone (0.84 g, 3.2 mmol), hydrazine hydrate (1.0 mL, 32 mmol) and DMAP (0.39 g, 3.2 mmol) to give the product (0.75 g) as a white solid. The reactants are C1CCOC1, C[O-], CSc1nccc(-c2c[nH]nc2N)n1, CC(C)I, [Na+]. The product is CSc1nccc(-c2cn(C(C)C)nc2N)n1. Reaction SMILES: [CH2:22]1[O:23][CH2:24][CH2:25][CH2:26]1.[CH3:19][O-:20].[CH3:1][S:2][c:3]1[n:4][cH:5][cH:6][c:7](-[c:9]2[c:10]([NH2:14])[n:11][nH:12][cH:13]2)[n:8]1.[I:15][CH:16]([CH3:17])[CH3:18].[Na+:21]>>[CH3:1][S:2][c:3]1[n:4][cH:5][cH:6][c:7](-[c:9]2[c:10]([NH2:14])[n:11][n:12]([CH:16]([CH3:17])[CH3:18])[cH:13]2)[n:8]1.